Dataset: the Open Reaction Database (ORD), a public repository of structured organic reaction records. Task: describe an organic reaction: reactants, conditions, products, and yield Starting materials: C(C1=CC=CC=C1)C1=C(C[C@H](N)C(=O)O)C=CC(=C1)O (o-benzyl-L-tyrosine), C1(CCCCC1)NC1CCCCC1 (dicyclohexylamine), C(C1=CC=CC=C1)(=O)C1C(CCCC1)=O (2-benzoylcyclohexanone), CO (MeOH). Reaction conditions: temperature 20 celsius. The product is C1(CCCCC1)NC1CCCCC1.C(C1=CC=CC=C1)(=O)C1=C(CCCC1)N[C@H](C(=O)O)CC1=CC=C(C=C1)OCC1=CC=CC=C1 (2(S)-(2-Benzoyl-cyclohex-1-enylamino)-3-(4-benzyloxy-phenyl)-propionic acid dicyclohexylamine salt). As a reaction SMILES: C([C:8]1[CH:19]=[C:18]([OH:20])[CH:17]=[CH:16][C:9]=1[CH2:10][C@@H:11]([C:13]([OH:15])=[O:14])[NH2:12])C1C=CC=CC=1.[CH:21]1([NH:27][CH:28]2[CH2:33][CH2:32][CH2:31][CH2:30][CH2:29]2)[CH2:26][CH2:25][CH2:24][CH2:23][CH2:22]1.[C:34]([CH:42]1[CH2:47][CH2:46][CH2:45][CH2:44][C:43]1=O)(=[O:41])[C:35]1[CH:40]=[CH:39][CH:38]=[CH:37][CH:36]=1.[CH3:49]O>>[CH:28]1([NH:27][CH:21]2[CH2:22][CH2:23][CH2:24][CH2:25][CH2:26]2)[CH2:29][CH2:30][CH2:31][CH2:32][CH2:33]1.[C:34]([C:42]1[CH2:47][CH2:46][CH2:45][CH2:44][C:43]=1[NH:12][C@@H:11]([CH2:10][C:9]1[CH:8]=[CH:19][C:18]([O:20][CH2:49][C:28]2[CH:29]=[CH:30][CH:31]=[CH:32][CH:33]=2)=[CH:17][CH:16]=1)[C:13]([OH:15])=[O:14])(=[O:41])[C:35]1[CH:40]=[CH:39][CH:38]=[CH:37][CH:36]=1 |f:4.5|. Reported procedure: A stirred mixture of 1.35 g (5 mmol) o-benzyl-L-tyrosine, 1.0 mL (5 mmol) dicyclohexylamine and 1.01 g (5 mmol) 2-benzoylcyclohexanone (Denny, William A.; Cain, Bruce F.; J. Med. Chem. (1978), 21(5), 430-7.) in 25 mL MeOH was refluxed for 24 h. The solution was then cooled to 20° C., and the solvent was evaporated under reduced pressure. Purification of the residue by flash chromatography using Hexane/EtOAc (1:1) then EtOAc (neat), finally CHCl3/MeOH (10:1) as eluents resulted in 1.4 g of the of... The reactants are Cl.N=1N(N=CC1)CC(=O)O (2-(2H-1,2,3-triazol-2-yl)acetic acid hydrochloride), FC1=CC=C(OC2=CC=C(C=C2)NC(=O)[C@H]2NC[C@@H](C2)CC2=C(C=CC=C2)C)C=C1 ((2S,4R)—N-(4-(4-fluorophenoxy)phenyl)-4-(2-methylbenzyl)pyrrolidine-2-carboxamide). The product is Compound 48, N=1N(N=CC1)CC(=O)N1[C@@H](C[C@H](C1)CC1=C(C=CC=C1)C)C(=O)NC1=CC=C(C=C1)OC1=CC=C(C=C1)F ((2S,4R)-1-(2-(2H-1,2,3-triazol-2-yl)acetyl)-N-(4-(4-fluorophenoxy)phenyl)-4-(2-methylbenzyl)pyrrolidine-2-carboxamide). As a reaction SMILES: Cl.[N:2]1[N:3]([CH2:7][C:8]([OH:10])=O)[N:4]=[CH:5][CH:6]=1.[F:11][C:12]1[CH:40]=[CH:39][C:15]([O:16][C:17]2[CH:22]=[CH:21][C:20]([NH:23][C:24]([C@@H:26]3[CH2:30][C@@H:29]([CH2:31][C:32]4[CH:37]=[CH:36][CH:35]=[CH:34][C:33]=4[CH3:38])[CH2:28][NH:27]3)=[O:25])=[CH:19][CH:18]=2)=[CH:14][CH:13]=1>>[N:4]1[N:3]([CH2:7][C:8]([N:27]2[CH2:28][C@H:29]([CH2:31][C:32]3[CH:37]=[CH:36][CH:35]=[CH:34][C:33]=3[CH3:38])[CH2:30][C@H:26]2[C:24]([NH:23][C:20]2[CH:21]=[CH:22][C:17]([O:16][C:15]3[CH:39]=[CH:40][C:12]([F:11])=[CH:13][CH:14]=3)=[CH:18][CH:19]=2)=[O:25])=[O:10])[N:2]=[CH:6][CH:5]=1 |f:0.1|. Reported procedure: Proceeding as in Example 1, but substituting 2-(2H-1,2,3-triazol-2-yl)acetic acid hydrochloride and (2S,4R)—N-(4-(4-fluorophenoxy)phenyl)-4-(2-methylbenzyl)pyrrolidine-2-carboxamide, gave Compound 48, (2S,4R)-1-(2-(2H-1,2,3-triazol-2-yl)acetyl)-N-(4-(4-fluorophenoxy)phenyl)-4-(2-methylbenzyl)pyrrolidine-2-carboxamide. Major isomer: 1H-NMR (400 MHz, DMSO-D6): δ 9.98 (s, 1H), 7.80 (s, 1H), 7.54 (d, 2H), 7.24-7.08 (m, 6H), 7.04-6.92 (m, 4H), 5.49 (q, 2H), 4.53-4.48 (m, 1H), 3.90-3.83 (m, 1H), 2.80-... Starting materials: C(C)N(CCN1C(C2=C(CC1)NC(=C2C)C=O)=O)CC (5-(2-diethylamino-ethyl)-3-methyl-4-oxo-4,5,6,7-tetrahydro-1H-pyrrolo[3,2-c]pyridine-2-carbaldehyde), O=C1NC2=CC=C(C=C2C1)NC=O (N-(2-oxo-2,3-dihydro-1H-indol-5-yl)-formamide). Yields the product C(C)N(CCN1C(C2=C(CC1)NC(=C2C)C=C2C(NC1=CC=C(C=C21)NC=O)=O)=O)CC (N-{3-[5-(2-diethylamino-ethyl)-3-methyl-4-oxo-4,5,6,7-tetrahydro-1H-pyrrolo[3,2-c]pyridine-2-ylmethylene]-2-oxo-2,3-dihydro-1H-indol-5-yl}-formamide). Yield: 80.6%. As a reaction SMILES: [CH2:1]([N:3]([CH2:19][CH3:20])[CH2:4][CH2:5][N:6]1[CH2:11][CH2:10][C:9]2[NH:12][C:13]([CH:16]=O)=[C:14]([CH3:15])[C:8]=2[C:7]1=[O:18])[CH3:2].[O:21]=[C:22]1[CH2:30][C:29]2[C:24](=[CH:25][CH:26]=[C:27]([NH:31][CH:32]=[O:33])[CH:28]=2)[NH:23]1>>[CH2:1]([N:3]([CH2:19][CH3:20])[CH2:4][CH2:5][N:6]1[CH2:11][CH2:10][C:9]2[NH:12][C:13]([CH:16]=[C:30]3[C:29]4[C:24](=[CH:25][CH:26]=[C:27]([NH:31][CH:32]=[O:33])[CH:28]=4)[NH:23][C:22]3=[O:21])=[C:14]([CH3:15])[C:8]=2[C:7]1=[O:18])[CH3:2]. Procedure: The title compound was prepared under the same conditions as described in Example 1 with 5-(2-diethylamino-ethyl)-3-methyl-4-oxo-4,5,6,7-tetrahydro-1H-pyrrolo[3,2-c]pyridine-2-carbaldehyde and N-(2-oxo-2,3-dihydro-1H-indol-5-yl)-formamide as starting materials to give N-{3-[5-(2-diethylamino-ethyl)-3-methyl-4-oxo-4,5,6,7-tetrahydro-1H-pyrrolo[3,2-c]pyridine-2-ylmethylene]-2-oxo-2,3-dihydro-1H-indol-5-yl}-formamide (55 mg, 80.6%) as an orange solid. Starting materials: CC(=O)N1CCc2c(sc(C)c2CCBr)C1, O=C([O-])[O-], CN(C)C=O, Cc1ccccc1, Cl, Fc1ccc2c(C3CCNCC3)csc2c1, [I-], [K+], [K+], [K+]. Yields the product CC(=O)N1CCc2c(sc(C)c2CCN2CCC(c3csc4cc(F)ccc34)CC2)C1. Reaction SMILES: [C:1]([CH3:2])(=[O:3])[N:4]1[CH2:5][c:6]2[c:7]([c:10]([CH2:14][CH2:15][Br:16])[c:11]([CH3:13])[s:12]2)[CH2:8][CH2:9]1.[C:34](=[O:35])([O-:36])[O-:37].[CH3:42][N:43]([CH3:44])[CH:45]=[O:46].[CH3:47][c:48]1[cH:49][cH:50][cH:51][cH:52][cH:53]1.[ClH:17].[F:18][c:19]1[cH:20][cH:21][c:22]2[c:23]([s:24][cH:25][c:26]2[CH:27]2[CH2:28][CH2:29][NH:30][CH2:31][CH2:32]2)[cH:33]1.[I-:41].[K+:38].[K+:39].[K+:40]>>[C:1]([CH3:2])(=[O:3])[N:4]1[CH2:5][c:6]2[c:7]([c:10]([CH2:14][CH2:15][N:30]3[CH2:29][CH2:28][CH:27]([c:26]4[c:22]5[cH:21][cH:20][c:19]([F:18])[cH:33][c:23]5[s:24][cH:25]4)[CH2:32][CH2:31]3)[c:11]([CH3:13])[s:12]2)[CH2:8][CH2:9]1.